From a dataset of the Open Reaction Database (ORD), a public repository of structured organic reaction records. describe an organic reaction: reactants, conditions, products, and yield The reactants are CC1=C(N=CN1)C1=CC=CC=C1 (5-methyl-4-phenyl-1H-imidazole), C1(=CC=CC=C1)C(CCC)=O (1-phenylbutan-1-one). Yields the product C(C)C1=C(N=CN1)C1=CC=CC=C1 (5-ethyl-4-phenyl-1H-imidazole). Reaction SMILES: [CH3:1][C:2]1[NH:6][CH:5]=[N:4][C:3]=1[C:7]1[CH:12]=[CH:11][CH:10]=[CH:9][CH:8]=1.[C:13]1(C(=O)CCC)C=CC=CC=1>>[CH2:1]([C:2]1[NH:6][CH:5]=[N:4][C:3]=1[C:7]1[CH:8]=[CH:9][CH:10]=[CH:11][CH:12]=1)[CH3:13]. Procedure: The compound is synthesized using the methods described in examples 269C and 103D starting from 1-phenylbutan-1-one. Reactants: C(C)(C)N(CC)C(C)C (diisopropylethylamine), C(OC(C)(C)C)(OC(C)(C)C)=O (di-tert-butyl carbonate), NC1(CCC(CC1)=O)C1=CC(=CC=C1)C(C)(C)C (4-Amino-4-(3-tert-butyl-phenyl)-cyclohexanone). Solvent: C(Cl)Cl (methylene chloride). Reaction conditions: time 19 hour. The product is C(C)(C)(C)OC(NC1(CCC(CC1)=O)C1=CC(=CC=C1)C(C)(C)C)=O ([1-(3-tert-Butyl-phenyl)-4-oxo-cyclohexyl]-carbamic acid tert-butyl ester). RXN SMILES: [NH2:1][C:2]1([C:9]2[CH:14]=[CH:13][CH:12]=[C:11]([C:15]([CH3:18])([CH3:17])[CH3:16])[CH:10]=2)[CH2:7][CH2:6][C:5](=[O:8])[CH2:4][CH2:3]1.C(N(C(C)C)CC)(C)C.[C:28](=O)([O:34]C(C)(C)C)[O:29][C:30]([CH3:33])([CH3:32])[CH3:31]>C(Cl)Cl>[C:30]([O:29][C:28](=[O:34])[NH:1][C:2]1([C:9]2[CH:14]=[CH:13][CH:12]=[C:11]([C:15]([CH3:18])([CH3:17])[CH3:16])[CH:10]=2)[CH2:3][CH2:4][C:5](=[O:8])[CH2:6][CH2:7]1)([CH3:33])([CH3:32])[CH3:31]. Procedure details: 4-Amino-4-(3-tert-butyl-phenyl)-cyclohexanone (441 mg, 1.8 mmol) was dissolved in dry methylene chloride (10 mL), diisopropylethylamine (0.31 mL, 1.8 mmol) and di-tert-butyl carbonate (400 mg, 1.83 mmol) were added in succession at room temperature. After 19 h, the reaction was concentrated under reduced pressure, and the desired product isolated by chromatography (Rf=0.35 in 20% EtOAc/hexanes). The resulting oil was taken to the next reaction: retention time=2.57 min, method [7]; mass spec (ESI... Reactants: C(CCC)[Li] (n-butyllithium), [Cl-].[NH4+] (ammonium chloride), C(C)(=O)OCC (ethyl acetate), C1CCOC1 (THF), CN(C)C=O (DMF). Solvent: O (water), C1(=CC=CC=C1)C (toluene), C1(=CC=CC=C1)C (toluene). Conditions: temperature -78 celsius, time 30 minute. The product is C(C)OC(C=1C=CC(=NC1)C=O)OCC (5-(diethoxymethyl)picolinaldehyde). Yield: 32.0%. As a reaction SMILES: C([Li])C[CH2:3][CH3:4].[CH2:6]1[CH2:10][O:9][CH2:8][CH2:7]1.[CH3:11][N:12](C=O)C.[Cl-].[NH4+].[C:18]([O:21][CH2:22][CH3:23])(=[O:20])[CH3:19]>C1(C)C=CC=CC=1.O>[CH2:22]([O:21][CH:18]([O:20][CH2:3][CH3:4])[C:19]1[CH:8]=[CH:7][C:6]([CH:10]=[O:9])=[N:12][CH:11]=1)[CH3:23] |f:3.4|. Reported procedure: To toluene (3 mL) were added dropwise, at −78° C., n-butyllithium (2.6 mol/L solution in n-hexane, 0.94 mL, 2.43 mmol) and a solution of compound BC1 (575 mg, 2.21 mmol) in toluene (2 mL). The mixture was stirred at −78° C. for 30 minutes. To the resulting suspension, THF (2 mL) was added and the mixture was stirred at −78° C. for 30 minutes. DMF (0.51 mL, 6.63 mmol) was added and the mixture was stirred for 30 minutes allowing the temperature to gradually rise to room temperature. A saturated a... Starting materials: NC[C@H]1N(C[C@@H](C1)O[Si](C)(C)C(C)(C)C)C(=O)OCC1=CC=C(C=C1)[N+](=O)[O-] ((2S,4R)-2-aminomethyl-4-t-butyldimethylsilyloxy-1-(4-nitrobenzyloxycarbonyl)pyrrolidine), ClCC(=O)Cl (chloroacetyl chloride), [Cl-].[Na+] (sodium chloride), [OH-].[Na+] (sodium hydroxide). Solvent: O (water), O1CCCC1 (tetrahydrofuran). Product: [Si](C)(C)(C(C)(C)C)O[C@@H]1C[C@H](N(C1)C(=O)OCC1=CC=C(C=C1)[N+](=O)[O-])CNC(CCl)=O ((2S,4R)-4-t-butyldimethylsilyloxy-2-(chloroacetamido)methyl-1-(4-nitrobenzyloxycarbonyl)-pyrrolidine). As a reaction SMILES: [NH2:1][CH2:2][C@@H:3]1[CH2:7][C@@H:6]([O:8][Si:9]([C:12]([CH3:15])([CH3:14])[CH3:13])([CH3:11])[CH3:10])[CH2:5][N:4]1[C:16]([O:18][CH2:19][C:20]1[CH:25]=[CH:24][C:23]([N+:26]([O-:28])=[O:27])=[CH:22][CH:21]=1)=[O:17].[Cl:29][CH2:30][C:31](Cl)=[O:32].[OH-].[Na+].[Cl-].[Na+]>O.O1CCCC1>[Si:9]([O:8][C@H:6]1[CH2:5][N:4]([C:16]([O:18][CH2:19][C:20]2[CH:25]=[CH:24][C:23]([N+:26]([O-:28])=[O:27])=[CH:22][CH:21]=2)=[O:17])[C@H:3]([CH2:2][NH:1][C:31](=[O:32])[CH2:30][Cl:29])[CH2:7]1)([C:12]([CH3:15])([CH3:14])[CH3:13])([CH3:11])[CH3:10] |f:2.3,4.5|. Procedure: To a solution of (2S,4R)-2-aminomethyl-4-t-butyldimethylsilyloxy-1-(4-nitrobenzyloxycarbonyl)pyrrolidine (30.0 g) in water (150 ml) and tetrahydrofuran (450 ml) was added chloroacetyl chloride (6.4 ml) below 10° C., keeping the pH between 8-9 with 4N aqueous sodium hydroxide. The reaction mixture was poured into saturated aqueous sodium chloride (150 ml), the organic layer was separated, and the aqueous solution was extracted twice with ethyl acetate (100 ml). The organic layer was combined and ... The reactants are O=CC1(c2cccc(Br)c2)CCN(C(=O)OCc2ccccc2)C1, C1CCOC1, C[Si](C)(C)[N-][Si](C)(C)C, [K+]. Product: C=CC1(c2cccc(Br)c2)CCN(C(=O)OCc2ccccc2)C1. As a reaction SMILES: [Br:11][c:12]1[cH:13][c:14]([C:18]2([CH:33]=[O:34])[CH2:19][N:20]([C:23](=[O:24])[O:25][CH2:26][c:27]3[cH:28][cH:29][cH:30][cH:31][cH:32]3)[CH2:21][CH2:22]2)[cH:15][cH:16][cH:17]1.[CH2:35]1[O:36][CH2:37][CH2:38][CH2:39]1.[CH3:2][Si:3]([N-:4][Si:5]([CH3:6])([CH3:7])[CH3:8])([CH3:9])[CH3:10].[K+:1]>>[CH2:2]=[CH:33][C:18]1([c:14]2[cH:13][c:12]([Br:11])[cH:17][cH:16][cH:15]2)[CH2:19][N:20]([C:23](=[O:24])[O:25][CH2:26][c:27]2[cH:28][cH:29][cH:30][cH:31][cH:32]2)[CH2:21][CH2:22]1. Reactants: [BH4-], CCC=CCCOC(=O)CCC(=O)CCCCC, [Na+], O. Product: CCC=CCCOC(=O)CCC(O)CCCCC. As a reaction SMILES: [BH4-:19].[CH2:1]([CH2:2][CH:3]=[CH:4][CH2:5][CH3:6])[O:7][C:8]([CH2:9][CH2:10][C:11]([CH2:12][CH2:13][CH2:14][CH2:15][CH3:16])=[O:17])=[O:18].[Na+:20].[OH2:21]>>[CH2:1]([CH2:2][CH:3]=[CH:4][CH2:5][CH3:6])[O:7][C:8]([CH2:9][CH2:10][CH:11]([CH2:12][CH2:13][CH2:14][CH2:15][CH3:16])[OH:17])=[O:18].